Dataset: the Open Reaction Database (ORD), a public repository of structured organic reaction records. Task: describe an organic reaction: reactants, conditions, products, and yield Starting materials: COC(=O)CBr, O=C([O-])[O-], CN(C)C=O, O=C1C2=C(CCCC2)C(=O)N1c1cc(O)c(Cl)cc1F, [K+], [K+], O. Reaction SMILES: [Br:27][CH2:28][C:29](=[O:30])[O:31][CH3:32].[C:21](=[O:22])([O-:23])[O-:24].[CH3:34][N:35]([CH3:36])[CH:37]=[O:38].[Cl:1][c:2]1[cH:3][c:4]([F:20])[c:5]([N:9]2[C:10](=[O:19])[C:11]3=[C:16]([CH2:15][CH2:14][CH2:13][CH2:12]3)[C:17]2=[O:18])[cH:6][c:7]1[OH:8].[K+:25].[K+:26].[OH2:33]>>[Cl:1][c:2]1[cH:3][c:4]([F:20])[c:5]([N:9]2[C:10](=[O:19])[C:11]3=[C:16]([CH2:15][CH2:14][CH2:13][CH2:12]3)[C:17]2=[O:18])[cH:6][c:7]1[O:8][CH2:28][C:29](=[O:30])[O:31][CH3:32]. Product: COC(=O)COc1cc(N2C(=O)C3=C(CCCC3)C2=O)c(F)cc1Cl. The reactants are BrBr (Br2), C(=O)(OCC)C1(C(CCC1)=O)CCCCCCC(=O)OCC (2-carbethoxy-2-(6-carbethoxyhexyl)-cyclopentanone). Run in C(Cl)(Cl)Cl (CHCl3), C(Cl)(Cl)Cl (CHCl3). Yields the product C(=O)(OCC)CCCCCCC=1C(CCC1)=O (2-(6-carbethoxyhexyl)- 2-cyclopentenone). As a reaction SMILES: BrBr.C([C:8]1([CH2:14][CH2:15][CH2:16][CH2:17][CH2:18][CH2:19][C:20]([O:22][CH2:23][CH3:24])=[O:21])[CH2:12][CH2:11][CH2:10][C:9]1=[O:13])(OCC)=O>C(Cl)(Cl)Cl>[C:20]([CH2:19][CH2:18][CH2:17][CH2:16][CH2:15][CH2:14][C:8]1[C:9](=[O:13])[CH2:10][CH2:11][CH:12]=1)([O:22][CH2:23][CH3:24])=[O:21]. Procedure: Under agitation at 20° , 48 g. of Br2, dissolved in 500 ml. of CHCl3, is added dropwise within 2 hours to a solution of 100 g. of 2-carbethoxy-2-(6-carbethoxyhexyl)-cyclopentanone in 1 l. of CHCl3. The solvent is distilled off, the residue is taken up in a mixture of 4 l. of ethanol, l kg. of H2SO4 (density: 1.84), and 100 ml. of H2O, refluxed for 18 hours under N2 and poured on 10 kg. of ice after cooling. The reaction mixture is extracted three times with respectively 5 l. of ether, the combin... Starting materials: Cn1nnc2ccc(C=O)cc21, O=C1CSC(=O)N1. The product is Cn1nnc2ccc(C=C3SC(=O)NC3=O)cc21. As a reaction SMILES: [CH3:1][n:2]1[n:3][n:4][c:5]2[c:6]1[cH:7][c:8]([CH:11]=[O:12])[cH:9][cH:10]2.[S:13]1[C:14](=[O:19])[NH:15][C:16](=[O:18])[CH2:17]1>>[CH3:1][n:2]1[n:3][n:4][c:5]2[c:6]1[cH:7][c:8]([CH:11]=[C:17]1[S:13][C:14](=[O:19])[NH:15][C:16]1=[O:18])[cH:9][cH:10]2.